From a dataset of the Open Reaction Database (ORD), a public repository of structured organic reaction records. describe an organic reaction: reactants, conditions, products, and yield Reactants: compound B, C(C)(=O)C1C(C(C(NC1(C)C)(C)C)C(CCCCCl)=O)C1=C(C(=CC=C1)Cl)Cl (5-acetyl-4-(2,3-dichlorophenyl)-1,4-dihydro-2,6-dimethyl-2,6-dimethyl-3-(5-chloropentanoyl)-pyridine), [I-].[Na+] (sodium iodide), compound B, Cl.C1(=CC=CC=C1)C1(CCNCC1)C1=CC=CC=C1 (4,4-diphenylpiperidine hydrochloride). Solvent: C(C)OCC (diethyl ether), C(C)(C)O (isopropanol). Yields the product Cl.C(C)(=O)C=1C(C(=C(NC1C)C)C(CCCCN1CCC(CC1)(C1=CC=CC=C1)C1=CC=CC=C1)=O)C1=C(C(=CC=C1)Cl)Cl (5-Acetyl-4-(2,3-dichlorophenyl)-1,4-dihydro-2,6-dimethyl-3-[5-(4,4-diphenyl -1-piperidinyl)pentanoyl]-pyridine hydrochloride). RXN SMILES: [C:1]([CH:4]1[C:9](C)([CH3:10])[NH:8][C:7](C)([CH3:12])[CH:6]([C:14](=[O:20])[CH2:15][CH2:16][CH2:17][CH2:18][Cl:19])[CH:5]1[C:21]1[CH:26]=[CH:25][CH:24]=[C:23]([Cl:27])[C:22]=1[Cl:28])(=[O:3])[CH3:2].[I-].[Na+].Cl.[C:32]1([C:38]2([C:44]3[CH:49]=[CH:48][CH:47]=[CH:46][CH:45]=3)[CH2:43][CH2:42][NH:41][CH2:40][CH2:39]2)[CH:37]=[CH:36][CH:35]=[CH:34][CH:33]=1>C(O)(C)C.C(OCC)C>[ClH:19].[C:1]([C:4]1[CH:5]([C:21]2[CH:26]=[CH:25][CH:24]=[C:23]([Cl:27])[C:22]=2[Cl:28])[C:6]([C:14](=[O:20])[CH2:15][CH2:16][CH2:17][CH2:18][N:41]2[CH2:40][CH2:39][C:38]([C:44]3[CH:49]=[CH:48][CH:47]=[CH:46][CH:45]=3)([C:32]3[CH:33]=[CH:34][CH:35]=[CH:36][CH:37]=3)[CH2:43][CH2:42]2)=[C:7]([CH3:12])[NH:8][C:9]=1[CH3:10])(=[O:3])[CH3:2] |f:1.2,3.4,7.8|. Reported procedure: 5 g (12 mmol) 5-acetyl-4-(2,3-dichlorophenyl)-1,4-dihydro-2,6-dimethyl-2,6-dimethyl-3-(5-chloropentanoyl)-pyridine are reacted first with 3.6 g (24 mmol) sodium iodide and then with 6.9 g (24 mmol) 4,4-diphenylpiperidine hydrochloride, as described for starting compound B. Working up is carried out as described for starting compound B. The crude product is chromatographed with toluene/acetone=7/3. The product thus obtained is taken up in 20 ml isopropanol and the mixture is diluted with 5 ml die...